From a dataset of the Open Reaction Database (ORD), a public repository of structured organic reaction records. describe an organic reaction: reactants, conditions, products, and yield The reactants are O=C1N=CC(=N1)C(=O)O (2-oxo-imidazole-4-carboxylic acid), ON1N=NC2=C1C=CC=C2 (1-hydroxybenzotriazole), O.C(C1=CC(=O)NC(=O)N1)(=O)N[C@@H](CC1=CNC=N1)C(=O)N1[C@H](C(=O)N)CCC1 (orotyl-L-histidyl-L-prolinamide hydrate), C1(CCCCC1)N=C=NC1CCCCC1 (N,N'-dicyclohexylcarbodiimide). Run in CN(C=O)C (dimethylformamide), C(C)N(CC)CC (triethylamine), CN(C=O)C (dimethylformamide). Reaction conditions: temperature -5 celsius, time 12 hour. The product is O.O.O.O=C1N=CC(=N1)C(=O)N[C@@H](CC1=CNC=N1)C(=O)N1[C@H](C(=O)N)CCC1 (2-oxo-imidazole-4-carbonyl-L-histidyl-L-prolinamide trihydrate). Reaction SMILES: [O:1]=C1N=C(C(O)=O)C=N1.[OH:10]N1C2C=CC=CC=2N=N1.O.[C:21]([NH:31][C@H:32]([C:39]([N:41]1[CH2:48][CH2:47][CH2:46][C@H:42]1[C:43]([NH2:45])=[O:44])=[O:40])[CH2:33][C:34]1[N:38]=[CH:37][NH:36][CH:35]=1)(=[O:30])[C:22]1[NH:29][C:27](=[O:28])[NH:26][C:24](=[O:25])C=1.C1(N=C=NC2CCCCC2)CCCCC1>CN(C)C=O.C(N(CC)CC)C>[OH2:1].[OH2:10].[OH2:25].[O:28]=[C:27]1[N:29]=[C:22]([C:21]([NH:31][C@H:32]([C:39]([N:41]2[CH2:48][CH2:47][CH2:46][C@H:42]2[C:43]([NH2:45])=[O:44])=[O:40])[CH2:33][C:34]2[N:38]=[CH:37][NH:36][CH:35]=2)=[O:30])[CH:24]=[N:26]1 |f:2.3,7.8.9.10|. Procedure details: To 100 ml of dimethylformamide are added 5.1 g of 2-oxo-imidazole-4-carboxylic acid, 5.8 g of 1-hydroxybenzotriazole and L-histidyl-L-prolinamide dihydrobromide (prepared as described in Example 2 from 15.4 g of N-benzyl-oxycarbonyl-L-histidyl-L-prolinamide). After chilling to -5° C. while stirring 11.1 ml of triethylamine and thereafter the solution of 8.3 g of N,N'-dicyclohexylcarbodiimide in 30 ml of dimethylformamide are added. The stirred mixture is chilled for 30 minutes longer and then it... The reactants are C1(=CC=C(C=C1)S(=O)(=O)O)C (para-toluenesulphonic acid), OC1(C(CCC(C1)=O)(C1=CC=CC=C1)C)C(=O)O ((1RS,2RS)-1-hydroxy-2-methyl-5-oxo-2-phenylcyclohexane-1-carboxylic acid). Run in C1(=CC=CC=C1)C (toluene). Reaction conditions: temperature 0 celsius. Yields the product CC1(C(=CC(CC1)=O)C(=O)O)C1=CC=CC=C1 ((RS)-2-methyl-5-oxo-2-phenylcyclohexene-1-carboxylic acid). Isolated yield 69.1%. RXN SMILES: O[C:2]1([C:16]([OH:18])=[O:17])[CH2:7][C:6](=[O:8])[CH2:5][CH2:4][C:3]1([CH3:15])[C:9]1[CH:14]=[CH:13][CH:12]=[CH:11][CH:10]=1.C1(C)C=CC(S(O)(=O)=O)=CC=1>C1(C)C=CC=CC=1>[CH3:15][C:3]1([C:9]2[CH:14]=[CH:13][CH:12]=[CH:11][CH:10]=2)[CH2:4][CH2:5][C:6](=[O:8])[CH:7]=[C:2]1[C:16]([OH:18])=[O:17]. Procedure details: 4.4 g (17.6 mmol) of (1RS,2RS)-1-hydroxy-2-methyl-5-oxo-2-phenylcyclohexane-1-carboxylic acid were heated at reflux for one hour in 100 cm3 of toluene in the presence of 0.34 g of para-toluenesulphonic acid. The reaction mixture was cooled to 0° C. and the precipitate formed was filtered off, washed with ethyl ether and then dried at 50° C. 2.8 g (69%) of (RS)-2-methyl-5-oxo-2-phenylcyclohexene-1-carboxylic acid were thus obtained in the form of a pink solid, the characteristics of which were as... The reactants are CC(C)(C)[Si](OC[C@@H]1[C@H](O)C[C@H](O1)CI)(C1=CC=CC=C1)C1=CC=CC=C1 (2,5-Anhydro-4,6-dideoxy-1-O-[(1,1-dimethylethyl)diphenylsilyl]-6-iodo-D-arabino-hexitol), [N-]=[N+]=[N-].[Li+] (lithium azide). Run in O (water), CN(C=O)C (N,N-dimethylformamide). Run at temperature 80 celsius, time 1 hour. Yields the product N(=[N+]=[N-])C[C@@H]1C[C@H]([C@@H](CO[Si](C2=CC=CC=C2)(C2=CC=CC=C2)C(C)(C)C)O1)O (2,5-Anhydro-6-azido-4,6-dideoxy-1-O-[(1,1-dimethylethyl)diphenylsilyl]-D-arabino-hexitol). Isolated yield 96.5%. Reaction SMILES: [CH3:1][C:2]([Si:5]([C:22]1[CH:27]=[CH:26][CH:25]=[CH:24][CH:23]=1)([C:16]1[CH:21]=[CH:20][CH:19]=[CH:18][CH:17]=1)[O:6][CH2:7][C@H:8]1[O:13][C@H:12]([CH2:14]I)[CH2:11][C@H:9]1[OH:10])([CH3:4])[CH3:3].[N-:28]=[N+:29]=[N-:30].[Li+]>CN(C)C=O.O>[N:28]([CH2:14][C@H:12]1[O:13][C@H:8]([CH2:7][O:6][Si:5]([C:2]([CH3:3])([CH3:1])[CH3:4])([C:22]2[CH:27]=[CH:26][CH:25]=[CH:24][CH:23]=2)[C:16]2[CH:21]=[CH:20][CH:19]=[CH:18][CH:17]=2)[C@H:9]([OH:10])[CH2:11]1)=[N+:29]=[N-:30] |f:1.2|. Procedure details: A solution, under argon, of 5.0 g of product from Example 275 in 10 ml of dry N,N-dimethylformamide is treated with 0.986 g of lithium azide. The minute is stirred at 80° C. for 1 hour followed by room temperature for 18 hours. The reaction is diluted with water, extracted with diethyl ether, concentrated in vacuo, purified by chromatography (silica gel: 5-50% ethyl acetate/hexane) to give 4.0 g of the desired product. The product is BrC=1C=C(C(=O)N)C=CC1OC(C)(C1=NN=C(N1C)C1=C(C=C(C=C1)SC)C(F)(F)F)C (3-bromo-4-(1-methyl-1-{4-methyl-5-[4-(methylsulfanyl)-2-(trifluoromethyl)phenyl)-4H-1,2,4-triazol-3-yl}ethoxy]benzamide). The reactants are C[S-].[Na+] (sodium thiomethoxide), BrC=1C=C(C(=O)N)C=CC1OC(C)(C)C1=NN=C(N1C)C1=C(C=C(C=C1)F)C(F)(F)F (3-bromo-4-(1-{5-[4-fluoro-2-(trifluoromethyl)phenyl]-4-methyl-4H-1,2,4-triazol-3-yl}-1-methylethoxy}benzamide), O (Water). Reaction conditions: time 30 minute. Run in CN(C)C=O (DMF). Reported procedure: 3-bromo-4-(1-{5-[4-fluoro-2-(trifluoromethyl)phenyl]-4-methyl-4H-1,2,4-triazol-3-yl}-1-methylethoxy}benzamide (300 mg) was dissolved in DMF (6 ml), and sodium thiomethoxide (210 mg) was added thereto, followed by stirring at room temperature for 30 minutes. Water was added to the reaction solution, followed by extraction with ethyl acetate. The organic layer was dried over anhydrous magnesium sulfate and concentrated under reduced pressure. The resulting solid was washed with ethyl acetate to ob... RXN SMILES: [Br:1][C:2]1[CH:3]=[C:4]([CH:8]=[CH:9][C:10]=1[O:11][C:12]([C:15]1[N:19]([CH3:20])[C:18]([C:21]2[CH:26]=[CH:25][C:24](F)=[CH:23][C:22]=2[C:28]([F:31])([F:30])[F:29])=[N:17][N:16]=1)([CH3:14])[CH3:13])[C:5]([NH2:7])=[O:6].[CH3:32][S-:33].[Na+].O>CN(C=O)C>[Br:1][C:2]1[CH:3]=[C:4]([CH:8]=[CH:9][C:10]=1[O:11][C:12]([CH3:14])([C:15]1[N:19]([CH3:20])[C:18]([C:21]2[CH:26]=[CH:25][C:24]([S:33][CH3:32])=[CH:23][C:22]=2[C:28]([F:31])([F:30])[F:29])=[N:17][N:16]=1)[CH3:13])[C:5]([NH2:7])=[O:6] |f:1.2|. Isolated yield 51.4%.